From a dataset of the Open Reaction Database (ORD), a public repository of structured organic reaction records. describe an organic reaction: reactants, conditions, products, and yield The reactants are C(C1=CC=CC=C1)OC1CC(N(C(C1)(C)C)O)(C)C (4-benzyloxy-1-oxyl-2,2,6,6-tetramethylpiperidine), ICCCCCCCCCCI (1,10-diiododecane). Product: C(C1=CC=CC=C1)OC1CC(N(C(C1)(C)C)OCCCCCCCCCCON1C(CC(CC1(C)C)OCC1=CC=CC=C1)(C)C)(C)C (1,10-Bis(4-benzyloxy-2,2,6,6-tetramethylpiperidin-1-yloxy)decane). Reaction SMILES: [CH2:1]([O:8][CH:9]1[CH2:14][C:13]([CH3:16])([CH3:15])[N:12]([OH:17])[C:11]([CH3:19])([CH3:18])[CH2:10]1)[C:2]1[CH:7]=[CH:6][CH:5]=[CH:4][CH:3]=1.I[CH2:21][CH2:22][CH2:23][CH2:24][CH2:25][CH2:26][CH2:27][CH2:28][CH2:29][CH2:30]I>>[CH2:1]([O:8][CH:9]1[CH2:14][C:13]([CH3:15])([CH3:16])[N:12]([O:17][CH2:21][CH2:22][CH2:23][CH2:24][CH2:25][CH2:26][CH2:27][CH2:28][CH2:29][CH2:30][O:17][N:12]2[C:11]([CH3:18])([CH3:19])[CH2:10][CH:9]([O:8][CH2:1][C:2]3[CH:3]=[CH:4][CH:5]=[CH:6][CH:7]=3)[CH2:14][C:13]2([CH3:16])[CH3:15])[C:11]([CH3:19])([CH3:18])[CH2:10]1)[C:2]1[CH:3]=[CH:4][CH:5]=[CH:6][CH:7]=1. Procedure: The title compound is prepared from 4-benzyloxy-1-oxyl-2,2,6,6-tetramethylpiperidine and 1,10-diiododecane according to the procedure of Example 5.